This data is from the Open Reaction Database (ORD), a public repository of structured organic reaction records. The task is: describe an organic reaction: reactants, conditions, products, and yield The reactants are [OH-].[NH4+] (ammonium hydroxide), BrC1=NC=CN=C1C (2-bromo-3-methylpyrazine), [I-].[K+] (potassium iodide), NC1=CC(=C(C(=O)N[C@@H]2[C@@H](CN(CC2)CCN)OC)C=C1Cl)OC (cis-4-amino-N-[1-(2-aminoethyl)-3-methoxy-4-piperidinyl]-5-chloro-2-methoxybenzamide). The solvent is ClCCl (dichloromethane), O (water). Run at temperature 120 celsius, time 3 hour. Yields the product NC1=CC(=C(C(=O)N[C@@H]2[C@@H](CN(CC2)CCNC2=NC=CN=C2C)OC)C=C1Cl)OC (cis-4-amino-5-chloro-2-methoxy-N-[3-methoxy-1-[2-[(3-methyl-2-pyrazinyl)amino]ethyl]-4-piperidinyl]benzamide). The yield is 36.0%. As a reaction SMILES: Br[C:2]1[C:7]([CH3:8])=[N:6][CH:5]=[CH:4][N:3]=1.[I-].[K+].[NH2:11][C:12]1[C:31]([Cl:32])=[CH:30][C:15]([C:16]([NH:18][C@H:19]2[CH2:24][CH2:23][N:22]([CH2:25][CH2:26][NH2:27])[CH2:21][C@H:20]2[O:28][CH3:29])=[O:17])=[C:14]([O:33][CH3:34])[CH:13]=1.[OH-].[NH4+]>ClCCl.O>[NH2:11][C:12]1[C:31]([Cl:32])=[CH:30][C:15]([C:16]([NH:18][C@H:19]2[CH2:24][CH2:23][N:22]([CH2:25][CH2:26][NH:27][C:2]3[C:7]([CH3:8])=[N:6][CH:5]=[CH:4][N:3]=3)[CH2:21][C@H:20]2[O:28][CH3:29])=[O:17])=[C:14]([O:33][CH3:34])[CH:13]=1 |f:1.2,4.5|. Procedure details: A mixture of 8.56 parts of 2-bromo-3-methylpyrazine and 0.1 parts of potassium iodide was pulverized and 2 parts of cis-4-amino-N-[1-(2-aminoethyl)-3-methoxy-4-piperidinyl]-5-chloro-2-methoxybenzamide were added. The whole was stirred for 3 hours at 120° C. The reaction mixture was taken up in dichloromethane and water and made alkaline with ammonium hydroxide. The organic layer was separated, washed with water, dried, filtered and evaporated. The residue was purified by column chromatography ov... The reactants are ClC1=C(C=C2C(C(=CN(C2=C1)C1=CC=C(C=C1)F)C(=O)O)=O)F (7-chloro-6-fluoro-1-(4-fluorophenyl)-1,4-dihydro-4-oxo-3-quinolinecarboxylic acid), O(C1=CC=CC=C1)CC1CNCCN1 (3-(phenoxymethyl)piperazine). Run in N1=CC=CC=C1 (pyridine). Yields the product FC1=CC=C(C=C1)N1C=C(C(C2=CC(=C(C=C12)N1CC(NCC1)COC1=CC=CC=C1)F)=O)C(=O)O (1-(4-Fluorophenvl)-6-fluoro-1,4-dihydro-4-oxo-7-[3-(phenoxymethyl)-1-piperazinyl]-3-quinolinecarboxylic acid). Isolated yield 33.6%. Reaction SMILES: Cl[C:2]1[CH:11]=[C:10]2[C:5]([C:6](=[O:22])[C:7]([C:19]([OH:21])=[O:20])=[CH:8][N:9]2[C:12]2[CH:17]=[CH:16][C:15]([F:18])=[CH:14][CH:13]=2)=[CH:4][C:3]=1[F:23].[O:24]([CH2:31][CH:32]1[NH:37][CH2:36][CH2:35][NH:34][CH2:33]1)[C:25]1[CH:30]=[CH:29][CH:28]=[CH:27][CH:26]=1>N1C=CC=CC=1>[F:23][C:3]1[CH:2]=[CH:11][C:10]([N:9]2[C:12]3[C:17](=[CH:16][C:15]([F:18])=[C:14]([N:34]4[CH2:35][CH2:36][NH:37][CH:32]([CH2:31][O:24][C:25]5[CH:26]=[CH:27][CH:28]=[CH:29][CH:30]=5)[CH2:33]4)[CH:13]=3)[C:6](=[O:22])[C:7]([C:19]([OH:21])=[O:20])=[CH:8]2)=[CH:5][CH:4]=1. Procedure details: A mixture of 0.6 g of 7-chloro-6-fluoro-1-(4-fluorophenyl)-1,4-dihydro-4-oxo-3-quinolinecarboxylic acid, 1.03 g of 3-(phenoxymethyl)piperazine and 5 ml of pyridine was reacted as described in Example 81, giving 295 mg of the desired product, mp 204°-207° C. Starting materials: CCOC(=O)c1cccc(F)c1NC, CC(=O)O, CCOC(C)=O, CC1(C)C(=O)N(Cl)C(=O)N1Cl. Yields the product CCOC(=O)c1cc(Cl)cc(F)c1NC. RXN SMILES: [CH2:1]([CH3:2])[O:3][C:4]([c:5]1[c:6]([NH:12][CH3:13])[c:7]([F:11])[cH:8][cH:9][cH:10]1)=[O:14].[CH3:26][C:27](=[O:28])[OH:29].[CH3:30][CH2:31][O:32][C:33](=[O:34])[CH3:35].[Cl:15][N:16]1[C:17]([CH3:18])([CH3:19])[C:20](=[O:21])[N:22]([Cl:23])[C:24]1=[O:25]>>[CH2:1]([CH3:2])[O:3][C:4]([c:5]1[c:6]([NH:12][CH3:13])[c:7]([F:11])[cH:8][c:9]([Cl:15])[cH:10]1)=[O:14]. The reactants are O (water), C(C)(C)(C)C1=C(C=CC=C1)N1CCN(CC1)C(CC1CC(NC(C1)=O)=O)=O (4-{2-[4-(2-tert-Butylphenyl)piperazin-1-yl]-2-oxoethyl}piperidine-2,6-dione), BrCC1=CC=C(C(=O)OC)C=C1 (methyl 4-(bromomethyl)benzoate), C([O-])([O-])=O.[K+].[K+] (potassium carbonate). Solvent: CN(C)C=O (DMF). Conditions: time 16 hour. Product: C(C)(C)(C)C1=C(C=CC=C1)N1CCN(CC1)C(CC1CC(N(C(C1)=O)CC1=CC=C(C(=O)OC)C=C1)=O)=O (methyl 4-[(4-{2-[4-(2-tert-butylphenyl)piperazin-1-yl]-2-oxoethyl}-2,6-dioxopiperidin-1-yl)methyl]benzoate). Isolated yield 86.1%. As a reaction SMILES: [C:1]([C:5]1[CH:10]=[CH:9][CH:8]=[CH:7][C:6]=1[N:11]1[CH2:16][CH2:15][N:14]([C:17](=[O:27])[CH2:18][CH:19]2[CH2:24][C:23](=[O:25])[NH:22][C:21](=[O:26])[CH2:20]2)[CH2:13][CH2:12]1)([CH3:4])([CH3:3])[CH3:2].Br[CH2:29][C:30]1[CH:39]=[CH:38][C:33]([C:34]([O:36][CH3:37])=[O:35])=[CH:32][CH:31]=1.C(=O)([O-])[O-].[K+].[K+].O>CN(C=O)C>[C:1]([C:5]1[CH:10]=[CH:9][CH:8]=[CH:7][C:6]=1[N:11]1[CH2:12][CH2:13][N:14]([C:17](=[O:27])[CH2:18][CH:19]2[CH2:24][C:23](=[O:25])[N:22]([CH2:29][C:30]3[CH:39]=[CH:38][C:33]([C:34]([O:36][CH3:37])=[O:35])=[CH:32][CH:31]=3)[C:21](=[O:26])[CH2:20]2)[CH2:15][CH2:16]1)([CH3:4])([CH3:2])[CH3:3] |f:2.3.4|. Procedure: A suspension of 4-{2-[4-(2-tert-butylphenyl)piperazin-1-yl]-2-oxoethyl}piperidine-2,6-dione (Example 14, 0.500 g, 1.35 mmol), methyl 4-(bromomethyl)benzoate (0.370 g, 1.62 mmol), and potassium carbonate (0.56 g, 4.05 mmol) in DMF (6 mL) was stirred at room temperature for 16 h. The reaction mixture was poured into water and extracted with ethyl acetate. The organic layer was washed with saturated sodium hydrogen carbonate solution and brine, dried over MgSO4, and the solvent was evaporated under... The reactants are C(C1=CC=CC=C1)N1N=C(C(=C1)C(=O)OCC)OCC1=CC(=CC=C1)OCC=1N=C(OC1C)C=1OC=CC1 (ethyl 1-benzyl-3-[(3-{[2-(2-furyl)-5-methyl-1,3-oxazol-4-yl]methoxy}benzyl)oxy]-1H-pyrazole-4-carboxylate), [H-].[Al+3].[Li+].[H-].[H-].[H-] (lithium aluminum hydride), O.O.O.O.O.O.O.O.O.O.S(=O)(=O)([O-])[O-].[Na+].[Na+] (Sodium sulfate decahydrate). Run in C(C)(=O)OCC (ethyl acetate), O1CCCC1 (tetrahydrofuran). Conditions: time 1 hour. Product: C(C1=CC=CC=C1)N1N=C(C(=C1)CO)OCC1=CC(=CC=C1)OCC=1N=C(OC1C)C=1OC=CC1 ({1-benzyl-3-[(3-{[2-(2-furyl)-5-methyl-1,3-oxazol-4-yl]methoxy}benzyl)oxy]-1H-pyrazol-4-yl}methanol). Yield: 88.2%. Reaction SMILES: [CH2:1]([N:8]1[CH:12]=[C:11]([C:13](OCC)=[O:14])[C:10]([O:18][CH2:19][C:20]2[CH:25]=[CH:24][CH:23]=[C:22]([O:26][CH2:27][C:28]3[N:29]=[C:30]([C:34]4[O:35][CH:36]=[CH:37][CH:38]=4)[O:31][C:32]=3[CH3:33])[CH:21]=2)=[N:9]1)[C:2]1[CH:7]=[CH:6][CH:5]=[CH:4][CH:3]=1.[H-].[Al+3].[Li+].[H-].[H-].[H-].O.O.O.O.O.O.O.O.O.O.S([O-])([O-])(=O)=O.[Na+].[Na+]>O1CCCC1.C(OCC)(=O)C>[CH2:1]([N:8]1[CH:12]=[C:11]([CH2:13][OH:14])[C:10]([O:18][CH2:19][C:20]2[CH:25]=[CH:24][CH:23]=[C:22]([O:26][CH2:27][C:28]3[N:29]=[C:30]([C:34]4[O:35][CH:36]=[CH:37][CH:38]=4)[O:31][C:32]=3[CH3:33])[CH:21]=2)=[N:9]1)[C:2]1[CH:7]=[CH:6][CH:5]=[CH:4][CH:3]=1 |f:1.2.3.4.5.6,7.8.9.10.11.12.13.14.15.16.17.18.19|. Procedure details: To a solution of ethyl 1-benzyl-3-[(3-{[2-(2-furyl)-5-methyl-1,3-oxazol-4-yl]methoxy}benzyl)oxy]-1H-pyrazole-4-carboxylate (1.0 g) in tetrahydrofuran (10 mL) was added lithium aluminum hydride (0.07 g) at 0° C. and the mixture was stirred at room temperature for 1 hr. Sodium sulfate decahydrate (0.61 g) was added to the reaction mixture, and the mixture was stirred at room temperature for 30 min. The reaction mixture was diluted with ethyl acetate and the precipitate was filtered off, and the fi... Reactants: ClC=1C=CC(=C(C=O)C1)OCC1(COC1)C (5-chloro-2-(3-methyl-oxetan-3-ylmethoxy)-benzaldehyde), ClC1=CC=C2CC(NC2=C1)=O (6-Chloro-1,3-dihydro-indol-2-one), N1CCCC1 (pyrrolidine). The solvent is CO (methanol). Run at temperature 70 celsius. Product: ClC1=CC=C2/C(/C(NC2=C1)=O)=C/C1=C(C=CC(=C1)Cl)OCC1(COC1)C (Z-6-Chloro-3-[5-chloro-2-(3-methyl-oxetan-3-ylmethoxy)-benzylidene]-1,3-dihydro-indol-2-one). Yield: 77.5%. As a reaction SMILES: [Cl:1][C:2]1[CH:3]=[CH:4][C:5]([O:10][CH2:11][C:12]2([CH3:16])[CH2:15][O:14][CH2:13]2)=[C:6]([CH:9]=1)[CH:7]=O.[Cl:17][C:18]1[CH:26]=[C:25]2[C:21]([CH2:22][C:23](=[O:27])[NH:24]2)=[CH:20][CH:19]=1.N1CCCC1>CO>[Cl:17][C:18]1[CH:26]=[C:25]2[C:21](/[C:22](=[CH:7]/[C:6]3[CH:9]=[C:2]([Cl:1])[CH:3]=[CH:4][C:5]=3[O:10][CH2:11][C:12]3([CH3:16])[CH2:15][O:14][CH2:13]3)/[C:23](=[O:27])[NH:24]2)=[CH:20][CH:19]=1. Reported procedure: To the mixture of 5-chloro-2-(3-methyl-oxetan-3-ylmethoxy)-benzaldehyde (2 g, 8.3 mmol) and 6-Chloro-1,3-dihydro-indol-2-one (1.27 g, 7.6 mmol) in methanol (20 mL) was added pyrrolidine (0.6 g, 9.1 mmol) dropwise. The mixture was then heated at 70° C. for 2 h. After cooled to room temperature, the mixture was filtered and resulting precipitate was collected, dried to give title compound as a yellow solid (2.3 g). Reactants: CC=1C=C(C(NC1)=O)C1=CC=CC=C1 (5-Methyl-3-phenyl-2-(1H)-pyridone), IC1=CC=CC=C1 (iodobenzene). Yields the product C1(=CC=CC=C1)N1C(C(=CC(=C1)C)C1=CC=CC=C1)=O (1,3-Diphenyl-5-methyl-2-(1H)-pyridone). Yield: 77.0%. As a reaction SMILES: [CH3:1][C:2]1[CH:3]=[C:4]([C:9]2[CH:14]=[CH:13][CH:12]=[CH:11][CH:10]=2)[C:5](=[O:8])[NH:6][CH:7]=1.I[C:16]1[CH:21]=[CH:20][CH:19]=[CH:18][CH:17]=1>>[C:16]1([N:6]2[CH:7]=[C:2]([CH3:1])[CH:3]=[C:4]([C:9]3[CH:14]=[CH:13][CH:12]=[CH:11][CH:10]=3)[C:5]2=[O:8])[CH:21]=[CH:20][CH:19]=[CH:18][CH:17]=1. Procedure details: 5-Methyl-3-phenyl-2-(1H)-pyridone (B. E. Witzel, et al. Brit. Pat. 1,238,959) is reacted with iodobenzene as in Example 1 to give 1,3-Diphenyl-5-methyl-2-(1H)-pyridone in 77% yield. Reactants: ClC=1C=C(C=C(C1OC)Cl)N(C1=NC(=NC2=CC=CC=C12)CN1C(C2=CC=CC=C2C1=O)=O)C (2-{4-[(3,5-Dichloro-4-methoxy-phenyl)-methyl-amino]-quinazolin-2-ylmethyl}-isoindole-1,3-dione), Cl.ClCC1=NC2=CC=CC=C2C(=N1)N(C)C1=CC(=C(C(=C1)Cl)OC)Cl ((2-chloromethyl-quinazolin-4-yl)-(3,5-dichloro-4-methoxy-phenyl)-methyl-amine hydrochloride), C(=O)([O-])[O-].[K+].[K+] (K2CO3), C1(C=2C(C(N1)=O)=CC=CC2)=O.[K] (potassium phthalimide). Solvent: CN(C)C=O (DMF), C(Cl)Cl (DCM), CCOC(=O)C (EtOAc). Run at temperature 50 celsius. The product is Cl.Cl.NCC1=NC2=CC=CC=C2C(=N1)N(C)C1=CC(=C(C(=C1)Cl)OC)Cl ((2-Aminomethyl-quinazolin-4-yl)-(3,5-dichloro-4-methoxy-phenyl)-methyl-amine bis(hydrochloride)). As a reaction SMILES: [Cl:1][C:2]1[CH:3]=[C:4]([N:11]([CH3:34])[C:12]2[C:21]3[C:16](=[CH:17][CH:18]=[CH:19][CH:20]=3)[N:15]=[C:14]([CH2:22][N:23]3C(=O)C4C(=CC=CC=4)C3=O)[N:13]=2)[CH:5]=[C:6]([Cl:10])[C:7]=1[O:8][CH3:9].Cl.[Cl:36]CC1N=C(N(C2C=C(Cl)C(OC)=C(Cl)C=2)C)C2C(=CC=CC=2)N=1.C([O-])([O-])=O.[K+].[K+].C1(=O)NC(=O)C2=CC=CC=C12.[K]>CN(C=O)C.C(Cl)Cl.CCOC(C)=O>[ClH:1].[ClH:36].[NH2:23][CH2:22][C:14]1[N:13]=[C:12]([N:11]([C:4]2[CH:3]=[C:2]([Cl:1])[C:7]([O:8][CH3:9])=[C:6]([Cl:10])[CH:5]=2)[CH3:34])[C:21]2[C:16](=[CH:17][CH:18]=[CH:19][CH:20]=2)[N:15]=1 |f:1.2,3.4.5,6.7,11.12.13,^1:76|. Reported procedure: 2-{4-[(3,5-Dichloro-4-methoxy-phenyl)-methyl-amino]-quinazolin-2-ylmethyl}-isoindole-1,3-dione: A mixture of (2-chloromethyl-quinazolin-4-yl)-(3,5-dichloro-4-methoxy-phenyl)-methyl-amine hydrochloride (521 mg, 1.24 mmol), K2CO3 (401 mg, 2.90 mmol) and potassium phthalimide (312 mg, 1.68 mmol) in DMF (7 mL) was heated at 50° C. for 4 h. EtOAc and DCM were added and this was washed with water then 50% satd NaCl then satd NaCl. The organic layer was dried (MgSO4), filtered through a pad of silica w...